Dataset: the Open Reaction Database (ORD), a public repository of structured organic reaction records. Task: describe an organic reaction: reactants, conditions, products, and yield The reactants are CCCCn1c2c(cc(C(=O)OC)c1=O)CCCC2, CCO, Cl, [Na+], [OH-]. Yields the product CCCCn1c2c(cc(C(=O)O)c1=O)CCCC2. RXN SMILES: [CH3:1][O:2][C:3](=[O:4])[c:5]1[c:6](=[O:19])[n:7]([CH2:15][CH2:16][CH2:17][CH3:18])[c:8]2[c:13]([cH:14]1)[CH2:12][CH2:11][CH2:10][CH2:9]2.[CH3:23][CH2:24][OH:25].[ClH:22].[Na+:21].[OH-:20]>>[O:2]=[C:3]([OH:4])[c:5]1[c:6](=[O:19])[n:7]([CH2:15][CH2:16][CH2:17][CH3:18])[c:8]2[c:13]([cH:14]1)[CH2:12][CH2:11][CH2:10][CH2:9]2.